Dataset: the Open Reaction Database (ORD), a public repository of structured organic reaction records. Task: describe an organic reaction: reactants, conditions, products, and yield The reactants are CO, O=[N+]([O-])c1ccc2[nH]nc(-c3ccc(F)cc3)c2c1. The product is Nc1ccc2[nH]nc(-c3ccc(F)cc3)c2c1. Reaction SMILES: [CH3:20][OH:21].[F:1][c:2]1[cH:3][cH:4][c:5](-[c:8]2[n:9][nH:10][c:11]3[cH:12][cH:13][c:14]([N+:17]([O-:18])=[O:19])[cH:15][c:16]23)[cH:6][cH:7]1>>[F:1][c:2]1[cH:3][cH:4][c:5](-[c:8]2[n:9][nH:10][c:11]3[cH:12][cH:13][c:14]([NH2:17])[cH:15][c:16]23)[cH:6][cH:7]1.